This data is from the Open Reaction Database (ORD), a public repository of structured organic reaction records. The task is: describe an organic reaction: reactants, conditions, products, and yield Starting materials: [N+](=O)([O-])C=1C(=NNC1C(=O)N)CCC (4-nitro-3-n-propylpyrazole-5-carboxamide), [BH4-].[Na+] (sodium borohydride), O (water). Reagents/catalysts: [Pd] (palladium on carbon). The solvent is CO (methanol). Reaction conditions: time 3 hour. Product: NC=1C(=NNC1C(=O)N)CCC (4-Amino-3-n-propylpyrazole-5-carboxamide). Isolated yield 36.3%. As a reaction SMILES: [N+:1]([C:4]1[C:5]([CH2:12][CH2:13][CH3:14])=[N:6][NH:7][C:8]=1[C:9]([NH2:11])=[O:10])([O-])=O.[BH4-].[Na+].O>CO.[Pd]>[NH2:1][C:4]1[C:5]([CH2:12][CH2:13][CH3:14])=[N:6][NH:7][C:8]=1[C:9]([NH2:11])=[O:10] |f:1.2|. Procedure details: A solution of 4-nitro-3-n-propylpyrazole-5-carboxamide (198 mg, 1.0 mmol ) in methanol (5 ml) was added dropwise to a mixture of sodium borohydride (113 mg, 2.97 mmol), 10% palladium on carbon (5 mg) and water (3 ml). The mixture was stirred at room temperature for 3 hours, filtered and the solvent removed by evaporation under vacuum. Crystallisation of the residue from ethyl acetate-methanol gave the title compound as an off-white solid (61 mg, 36%), m.p. 196°-201° C. Rf 0.4 (silica; dichlorome... Starting materials: CC(C)O, O=C(Nc1c(F)cccc1F)c1cccc(-c2nc3ccccn3c2-c2ccnc(Cl)n2)c1, Cl, CC(C)COc1cc(N2CCC(N3CCCCC3)CC2)ccc1N. The product is CC(C)COc1cc(N2CCC(N3CCCCC3)CC2)ccc1Nc1nccc(-c2c(-c3cccc(C(=O)Nc4c(F)cccc4F)c3)nc3ccccn23)n1. Reaction SMILES: [CH:59]([OH:60])([CH3:61])[CH3:62].[Cl:1][c:2]1[n:3][cH:4][cH:5][c:6](-[c:8]2[c:9](-[c:17]3[cH:18][c:19]([C:20](=[O:21])[NH:22][c:23]4[c:24]([F:30])[cH:25][cH:26][cH:27][c:28]4[F:29])[cH:31][cH:32][cH:33]3)[n:10][c:11]3[n:12]2[cH:13][cH:14][cH:15][cH:16]3)[n:7]1.[ClH:58].[N:34]1([CH:40]2[CH2:41][CH2:42][N:43]([c:46]3[cH:47][c:48]([O:53][CH2:54][CH:55]([CH3:56])[CH3:57])[c:49]([NH2:50])[cH:51][cH:52]3)[CH2:44][CH2:45]2)[CH2:35][CH2:36][CH2:37][CH2:38][CH2:39]1>>[c:2]1([NH:50][c:49]2[c:48]([O:53][CH2:54][CH:55]([CH3:56])[CH3:57])[cH:47][c:46]([N:43]3[CH2:42][CH2:41][CH:40]([N:34]4[CH2:35][CH2:36][CH2:37][CH2:38][CH2:39]4)[CH2:45][CH2:44]3)[cH:52][cH:51]2)[n:3][cH:4][cH:5][c:6](-[c:8]2[c:9](-[c:17]3[cH:18][c:19]([C:20](=[O:21])[NH:22][c:23]4[c:24]([F:30])[cH:25][cH:26][cH:27][c:28]4[F:29])[cH:31][cH:32][cH:33]3)[n:10][c:11]3[n:12]2[cH:13][cH:14][cH:15][cH:16]3)[n:7]1.